From a dataset of the Open Reaction Database (ORD), a public repository of structured organic reaction records. describe an organic reaction: reactants, conditions, products, and yield Reactants: Cl[Si](C)(C)NC(C)(C)C (Chloro(t-butylamino)dimethylsilane), [Li].CC=1[CH-]C2=CC=CC=C2C1 (lithium 2-methylindenide). Run in C(C)OCC (diethylether). Run at time 16 hour. Product: CC=1C(C2=CC=CC=C2C1)[Si](C)(C)NC(C)(C)C ((2-methylindenyl)(t-butylamino)dimethylsilane). The yield is 66.4%. RXN SMILES: Cl[Si:2]([NH:5][C:6]([CH3:9])([CH3:8])[CH3:7])([CH3:4])[CH3:3].[Li].[CH3:11][C:12]1[CH-:13][C:14]2[C:19]([CH:20]=1)=[CH:18][CH:17]=[CH:16][CH:15]=2>C(OCC)C>[CH3:11][C:12]1[CH:13]([Si:2]([NH:5][C:6]([CH3:9])([CH3:8])[CH3:7])([CH3:4])[CH3:3])[C:14]2[C:19]([CH:20]=1)=[CH:18][CH:17]=[CH:16][CH:15]=2 |f:1.2,^1:9|. Reported procedure: Chloro(t-butylamino)dimethylsilane (9.57 g, 0.058 moles) was stirred in diethylether (150 mL) at 0° C. as lithium-2-methylindenide (7.68 g, 0.058 moles) was added as a solid over a 15 minute period of time. The mixture was then allowed to stir for 16 hours at room temperature. After the reaction period the volatiles were removed and the residue extracted and filtered using hexane. Removal of the volatiles resulted in the isolation of the desired product as a pale yellow oil (9.99 g, 67.5 percent...